Dataset: the Open Reaction Database (ORD), a public repository of structured organic reaction records. Task: describe an organic reaction: reactants, conditions, products, and yield The reactants are COC(C1=C(C=CC(=C1)C(CC(C)(C)C)(C)C)OC1=C(C=C(C=C1)C(F)(F)F)N)=O (Methyl-2-(2-amino-4-trifluoromethylphenoxy)-5-(1,1,3,3-tetramethylbutyl)benzoate), [OH-].[Na+] (Sodium hydroxide). Solvent: O1CCCC1 (tetrahyrofuran). Conditions: temperature 0 celsius. The product is NC1=C(OC2=C(C(=O)O)C=C(C=C2)C(CC(C)(C)C)(C)C)C=CC(=C1)C(F)(F)F (2-(2-amino-4-trifluoromethylphenoxy)-5-(1,1,3,3-tetramethylbutyl)benzoic acid). Reaction SMILES: C[O:2][C:3](=[O:30])[C:4]1[CH:9]=[C:8]([C:10]([CH3:17])([CH3:16])[CH2:11][C:12]([CH3:15])([CH3:14])[CH3:13])[CH:7]=[CH:6][C:5]=1[O:18][C:19]1[CH:24]=[CH:23][C:22]([C:25]([F:28])([F:27])[F:26])=[CH:21][C:20]=1[NH2:29].[OH-].[Na+]>O1CCCC1>[NH2:29][C:20]1[CH:21]=[C:22]([C:25]([F:26])([F:27])[F:28])[CH:23]=[CH:24][C:19]=1[O:18][C:5]1[CH:6]=[CH:7][C:8]([C:10]([CH3:17])([CH3:16])[CH2:11][C:12]([CH3:15])([CH3:14])[CH3:13])=[CH:9][C:4]=1[C:3]([OH:30])=[O:2] |f:1.2|. Reported procedure: Methyl-2-(2-amino-4-trifluoromethylphenoxy)-5-(1,1,3,3-tetramethylbutyl)benzoate (330 mg, 0.0008 mol) was mixed in tetrahyrofuran (15 mL) and cooled to 0° C. 1N Sodium hydroxide was added and stirring was continued, allowing the mixture to warm to room temperature. After 16 h the tetrahydrofuran was evaporated and the residue mixed in water. 3N Hydrochloric acid was added, bringing the pH to 4.0. The aqueous phase was extracted with ethyl acetate. The organic phase was dried (MgSO4) and the solv... Yield: 24.4%. Yields the product COC(=O)C=1C(CC(C1)O)C(=O)O (4-hydroxy-cyclopent-2-ene-1,2-dicarboxylic acid 2-methyl ester). The solvent is O (water), O1CCOCC1 (dioxane). Starting materials: [Li+].[OH-] (LiOH), ice, COC(=O)C1C(=CC(C1)O)C(=O)OC (4-hydroxy-cyclopent-2-ene-1,2-dicarboxylic acid dimethyl ester), C1(=CC=CC=C1)C (toluene), CO (methanol). Reaction SMILES: [Li+].[OH-].[CH3:3][O:4][C:5]([CH:7]1[CH2:11][CH:10]([OH:12])[CH:9]=[C:8]1[C:13]([O:15]C)=[O:14])=[O:6].C1(C)C=CC=CC=1.CO>O1CCOCC1.O>[CH3:3][O:4][C:5]([C:7]1[CH:8]([C:13]([OH:15])=[O:14])[CH2:9][CH:10]([OH:12])[CH:11]=1)=[O:6] |f:0.1|. Reported procedure: LiOH (0.52 g, 22 mmol) was added to an ice-cold solution of the alcohol 23b (3.4 g, 22 mmol) dissolved in dioxane and water (1:1, 110 mL). After two and a half hours the mixture was co-evaporated with toluene and methanol. Purification by flash chromatography (toluene/Ethyl acetate 3:1+1% HOAc) gave the title compound (1.0 g, 27%) as yellow-white crystals. Yields the product CCOC(=O)C1(CF)CCNC1. Starting materials: CCOC(=O)C1(CF)CCN(Cc2ccccc2)C1, CO, CCOC(C)=O. RXN SMILES: [CH2:1]([c:2]1[cH:3][cH:4][cH:5][cH:6][cH:7]1)[N:8]1[CH2:9][C:10]([C:13](=[O:14])[O:15][CH2:16][CH3:17])([CH2:18][F:19])[CH2:11][CH2:12]1.[CH3:20][OH:21].[CH3:22][CH2:23][O:24][C:25](=[O:26])[CH3:27]>>[NH:8]1[CH2:9][C:10]([C:13](=[O:14])[O:15][CH2:16][CH3:17])([CH2:18][F:19])[CH2:11][CH2:12]1.